Dataset: the Open Reaction Database (ORD), a public repository of structured organic reaction records. Task: describe an organic reaction: reactants, conditions, products, and yield The reactants are N1=CC=C(C=C1)C1CC2CCC(C1)N2C(=O)OC(C)(C)C (tert-butyl 3-pyridin-4-yl-8-azabicyclo[3.2.1]octane-8-carboxylate), solution, Cl (hydrochloric acid). The solvent is O1CCOCC1 (dioxane). The product is Cl.Cl.N1=CC=C(C=C1)C1CC2CCC(C1)N2 (3-pyridin-4-yl-8-azabicyclo[3.2.1]octane dihydrochloride). As a reaction SMILES: [N:1]1[CH:6]=[CH:5][C:4]([CH:7]2[CH2:13][CH:12]3[N:14](C(OC(C)(C)C)=O)[CH:9]([CH2:10][CH2:11]3)[CH2:8]2)=[CH:3][CH:2]=1.[ClH:22]>O1CCOCC1>[ClH:22].[ClH:22].[N:1]1[CH:6]=[CH:5][C:4]([CH:7]2[CH2:13][CH:12]3[NH:14][CH:9]([CH2:10][CH2:11]3)[CH2:8]2)=[CH:3][CH:2]=1 |f:3.4.5|. Reported procedure: 2.76 g of tert-butyl 3-pyridin-4-yl-8-azabicyclo[3.2.1]octane-8-carboxylate and 4 ml of a 4N solution of hydrochloric acid in dioxane are placed in a 10 ml round-bottomed flask. The reaction mixture is stirred for one and a half hours. The dioxane is evaporated off and 0.341 g of 3-pyridin-4-yl-8-azabicyclo[3.2.1]octane dihydrochloride is obtained. Reactants: C(C)(=O)OC(C)=O (acetic anhydride), C/C(=C\C#N)/N (3-aminocrotonitrile), ClC1=C(C=CC=C1)Cl (o-dichlorobenzene), C(#N)CC(=O)NNC(COC1=CC=CC=C1)=O (N-cyanoacetyl-N'-phenoxyacetylhydrazine). The solvent is CO (methanol). Conditions: temperature 100 celsius. Product: C(#N)C=1C(=CC=2N(C1C)N=C(N2)COC2=CC=CC=C2)O (6-cyano-7-hydroxy-5-methyl-2-phenoxymethyl[1,2,4]triazolo[2,3-a]-pyridine). As a reaction SMILES: C/C(/N)=C\[C:4]#[N:5].Cl[C:8]1C=CC=CC=1Cl.[C:15]([CH2:17][C:18]([NH:20][NH:21][C:22](=O)[CH2:23][O:24][C:25]1[CH:30]=[CH:29][CH:28]=[CH:27][CH:26]=1)=O)#[N:16].C([O:35][C:36](=O)[CH3:37])(=O)C>CO>[C:15]([C:17]1[C:36]([OH:35])=[CH:37][C:4]2[N:20]([N:21]=[C:22]([CH2:23][O:24][C:25]3[CH:30]=[CH:29][CH:28]=[CH:27][CH:26]=3)[N:5]=2)[C:18]=1[CH3:8])#[N:16]. Reported procedure: 125 g of 3-aminocrotonitrile were introduced into 250 ml of anhydrous o-dichlorobenzene and stirred at 100° C. To this were added 233 g of N-cyanoacetyl-N'-phenoxyacetylhydrazine a little at a time, and the mixture was then stirred at 140° C. for 2 hours. 120 g of acetic anhydride were added and the mixture was then refluxed for 2 hours and, while cooling, 500 ml of methanol were added. After cooling, the precipitate was filtered off with suction, washed with methanol and dried at 80° C. under r...